Dataset: the Open Reaction Database (ORD), a public repository of structured organic reaction records. Task: describe an organic reaction: reactants, conditions, products, and yield Reactants: O[C@@H]1C(N(CC1)CC#C)=O ((S)-3-hydroxy-1-(2-propynyl)-2-pyrrolidinone), N1=CC=CC=C1 (pyridine), CN(C)C1=NC=CC=C1 (dimethylaminopyridine), C(C)(=O)OC(C)=O (acetic anhydride). The solvent is ClCCl (dichloromethane). Conditions: time 3 hour. The product is C(C)(=O)O[C@@H]1C(N(CC1)CC#C)=O ((S)-3-(acetyloxy)-1-(2-propynyl)-2-pyrrolidinone). RXN SMILES: [OH:1][C@H:2]1[CH2:6][CH2:5][N:4]([CH2:7][C:8]#[CH:9])[C:3]1=[O:10].N1C=CC=CC=1.CN(C1C=CC=CN=1)C.[C:26](OC(=O)C)(=[O:28])[CH3:27]>ClCCl>[C:26]([O:1][C@H:2]1[CH2:6][CH2:5][N:4]([CH2:7][C:8]#[CH:9])[C:3]1=[O:10])(=[O:28])[CH3:27]. Procedure details: A mixture of 5.0 g of (S)-3-hydroxy-1-(2-propynyl)-2-pyrrolidinone, 6.7 ml of pyridine, 0.2 g of dimethylaminopyridine and 6.7 ml of acetic anhydride was stirred in a water bath for 3 hours. The mixture was diluted with 150 ml of dichloromethane, washed in succesion with water, sodium bicarbonate solution, 1N hydrochloric acid, sodium bicarbonate solution and brine, dried and concentrated, giving 6.4 g of (S)-3-(acetyloxy)-1-(2-propynyl)-2-pyrrolidinone [α]D26° =-45°-(dichloromethane).